Dataset: the Open Reaction Database (ORD), a public repository of structured organic reaction records. Task: describe an organic reaction: reactants, conditions, products, and yield Reactants: OC1=C(C=CC=C1)C1=CC=CC(=N1)N1N=CC(=C1C(F)(F)F)C(=O)OCC (Ethyl 1-[6-(2-hydroxylphenyl)pyridine-2-yl]-5-trifluoromethyl-1H-pyrazole-4-carboxylate), II (iodine). The reagents and catalysts are S(=O)(=O)([O-])[O-].[Ag+2] (silver sulfate). Solvent: C(C)O (ethanol). Reaction conditions: time 2 hour. Yields the product OC1=C(C=CC=C1I)C1=CC=CC(=N1)N1N=CC(=C1C(F)(F)F)C(=O)OCC (Ethyl 1-[6-(2-hydroxy-3-iodophenyl)pyridin-2-yl]-5-(trifluoromethyl)-1H-pyrazole-4-carboxylate). As a reaction SMILES: [OH:1][C:2]1[CH:7]=[CH:6][CH:5]=[CH:4][C:3]=1[C:8]1[N:13]=[C:12]([N:14]2[C:18]([C:19]([F:22])([F:21])[F:20])=[C:17]([C:23]([O:25][CH2:26][CH3:27])=[O:24])[CH:16]=[N:15]2)[CH:11]=[CH:10][CH:9]=1.[I:28]I>C(O)C.S([O-])([O-])(=O)=O.[Ag+2]>[OH:1][C:2]1[C:7]([I:28])=[CH:6][CH:5]=[CH:4][C:3]=1[C:8]1[N:13]=[C:12]([N:14]2[C:18]([C:19]([F:22])([F:21])[F:20])=[C:17]([C:23]([O:25][CH2:26][CH3:27])=[O:24])[CH:16]=[N:15]2)[CH:11]=[CH:10][CH:9]=1 |f:3.4|. Reported procedure: To a suspension of the title compound from Example 5 Step B (4.0 g, 10.6 mmol) and silver sulfate (3.31 g, 10.6 mmol) in ethanol (20 mL) was added iodine (2.69 g, 10.6 mmol), and the resulting mixture was vigorously stirred at room temperature. After 2 h, the reaction mixture was quenched with water and sodium bisulfite solution, extracted with ethyl acetate and concentrated in vacuo. Purification by chromatography on silica gel (0 to 15% EtOAc in hexanes, then 15 to 100% EtOAc in hexanes) provi...